From a dataset of the Open Reaction Database (ORD), a public repository of structured organic reaction records. describe an organic reaction: reactants, conditions, products, and yield Reactants: N1(CCNCC1)C=1C=CC=2N(C1)C(=NN2)C(F)(F)F (6-(piperazin-1-yl)-3-(trifluoromethyl)-[1,2,4]triazolo[4,3-a]pyridine), FC(C1=CC=C(C=O)C=C1)(F)F (4-(trifluoromethyl)benzaldehyde). Product: FC(C1=NN=C2N1C=C(C=C2)N2CCN(CC2)CC2=CC=C(C=C2)C(F)(F)F)(F)F (3-(trifluoromethyl)-6-[4-[[4-(trifluoromethyl)phenyl]methyl]piperazin-1-yl]-[1,2,4]triazolo[4,3-a]pyridine). As a reaction SMILES: [N:1]1([C:7]2[CH:8]=[CH:9][C:10]3[N:11]([C:13]([C:16]([F:19])([F:18])[F:17])=[N:14][N:15]=3)[CH:12]=2)[CH2:6][CH2:5][NH:4][CH2:3][CH2:2]1.[F:20][C:21]([F:31])([F:30])[C:22]1[CH:29]=[CH:28][C:25]([CH:26]=O)=[CH:24][CH:23]=1>>[F:19][C:16]([F:18])([F:17])[C:13]1[N:11]2[CH:12]=[C:7]([N:1]3[CH2:2][CH2:3][N:4]([CH2:26][C:25]4[CH:24]=[CH:23][C:22]([C:21]([F:20])([F:30])[F:31])=[CH:29][CH:28]=4)[CH2:5][CH2:6]3)[CH:8]=[CH:9][C:10]2=[N:15][N:14]=1. Procedure details: Reductive amination of 6-(piperazin-1-yl)-3-(trifluoromethyl)-[1,2,4]triazolo[4,3-a]pyridine with 4-(trifluoromethyl)benzaldehyde was carried out according to General Synthetic Method 9. The crude product was purified by hplc using a Waters XBridge Prep C18 OBD column, 5μ silica, 30 mm diameter, 100 mm length eluted with decreasingly polar mixtures of water (containing 0.1% aqueous ammonia) and acetonitrile as eluents to give 3-(trifluoromethyl)-6-[4-[[4-(trifluoromethyl)phenyl]methyl]piperazin-... Starting materials: F[B-](F)(F)F, N=C(NC(=O)OCc1ccccc1)c1ccc(CN)cc1, CCOC(C)=O, Cl, Cl, CCOC(C(=O)O)c1c(F)cc(C(=O)NCC(C)C)cc1F, CN(C)C=O, CN(C)C(On1nnc2ccccc21)=[N+](C)C. Yields the product CCOC(C(=O)NCc1ccc(C(=N)NC(=O)OCc2ccccc2)cc1)c1c(F)cc(C(=O)NCC(C)C)cc1F. RXN SMILES: [B-:46]([F:47])([F:48])([F:49])[F:50].[CH2:25]([c:26]1[cH:27][cH:28][cH:29][cH:30][cH:31]1)[O:32][C:33]([NH:34][C:35](=[NH:36])[c:37]1[cH:38][cH:39][c:40]([CH2:43][NH2:44])[cH:41][cH:42]1)=[O:45].[CH3:68][CH2:69][O:70][C:71]([CH3:72])=[O:73].[ClH:23].[ClH:24].[F:1][c:2]1[c:3]([CH:16]([C:17](=[O:18])[OH:19])[O:20][CH2:21][CH3:22])[c:4]([F:15])[cH:5][c:6]([C:8]([NH:9][CH2:10][CH:11]([CH3:12])[CH3:13])=[O:14])[cH:7]1.[O:74]=[CH:75][N:76]([CH3:77])[CH3:78].[n:51]1([O:52][C:53]([N:54]([CH3:55])[CH3:56])=[N+:57]([CH3:58])[CH3:59])[c:60]2[cH:61][cH:62][cH:63][cH:64][c:65]2[n:66][n:67]1>>[F:1][c:2]1[c:3]([CH:16]([C:17](=[O:19])[NH:44][CH2:43][c:40]2[cH:39][cH:38][c:37]([C:35]([NH:34][C:33]([O:32][CH2:25][c:26]3[cH:27][cH:28][cH:29][cH:30][cH:31]3)=[O:45])=[NH:36])[cH:42][cH:41]2)[O:20][CH2:21][CH3:22])[c:4]([F:15])[cH:5][c:6]([C:8]([NH:9][CH2:10][CH:11]([CH3:12])[CH3:13])=[O:14])[cH:7]1. Reactants: C(C)(C)(C)C1=NC=C(C(=N1)OCC)C=1N(C(C(N1)(C)C1=CC=C(C=C1)Cl)(C)C1=CC=C(C=C1)Cl)C(=O)Cl (rac-(4S*,5R*)-2-(2-tert-butyl-4-ethoxy-pyrimidin-5-yl)-4,5-bis-(4-chloro-phenyl)-4,5-dimethyl-4,5-dihydro-imidazole-1-carbonyl chloride), COCCN1CCNCC1 (4-(2-methoxy-ethyl)-piperazine). Yields the product C(C)(C)(C)C1=NC=C(C(=N1)OCC)C=1N([C@]([C@](N1)(C)C1=CC=C(C=C1)Cl)(C)C1=CC=C(C=C1)Cl)C(=O)N1CCN(CC1)CCOC (Rac-[(4S*,5R*)-2-(2-tert-Butyl-4-ethoxy-pyrimidin-5-yl)-4,5-bis-(4-chloro-phenyl)-4,5-dimethyl-4,5-dihydro-imidazol-1-yl]-[4-(2-methoxy-ethyl)-piperazin-1-yl]-methanone). Reaction SMILES: [C:1]([C:5]1[N:10]=[C:9]([O:11][CH2:12][CH3:13])[C:8]([C:14]2[N:15]([C:35](Cl)=[O:36])[C:16]([C:28]3[CH:33]=[CH:32][C:31]([Cl:34])=[CH:30][CH:29]=3)([CH3:27])[C:17]([C:20]3[CH:25]=[CH:24][C:23]([Cl:26])=[CH:22][CH:21]=3)([CH3:19])[N:18]=2)=[CH:7][N:6]=1)([CH3:4])([CH3:3])[CH3:2].[CH3:38][O:39][CH2:40][CH2:41][N:42]1[CH2:47][CH2:46][NH:45][CH2:44][CH2:43]1>>[C:1]([C:5]1[N:10]=[C:9]([O:11][CH2:12][CH3:13])[C:8]([C:14]2[N:15]([C:35]([N:45]3[CH2:46][CH2:47][N:42]([CH2:41][CH2:40][O:39][CH3:38])[CH2:43][CH2:44]3)=[O:36])[C@@:16]([C:28]3[CH:29]=[CH:30][C:31]([Cl:34])=[CH:32][CH:33]=3)([CH3:27])[C@@:17]([C:20]3[CH:25]=[CH:24][C:23]([Cl:26])=[CH:22][CH:21]=3)([CH3:19])[N:18]=2)=[CH:7][N:6]=1)([CH3:4])([CH3:2])[CH3:3]. Procedure details: In a manner analogous to the method described in example 3, rac-(4S*,5R*)-2-(2-tert-butyl-4-ethoxy-pyrimidin-5-yl)-4,5-bis-(4-chloro-phenyl)-4,5-dimethyl-4,5-dihydro-imidazole-1-carbonyl chloride was reacted with 4-(2-methoxy-ethyl)-piperazine (Oakwood) to give the title compound. HR-MS (ES, m/z) calculated for C35H45N6O3Cl2 [(M+H)+] 667.2925, observed 667.2919. Reactants: [BH4-], C1CCOC1, CC(C)(C)S([NH-])=O, CC[O-], CC[O-], CC[O-], CC[O-], CCO, [Na+], O, [Ti+4], CC(=O)c1ccc2nn[nH]c2c1. Yields the product CC(NS(=O)C(C)(C)C)c1ccc2nn[nH]c2c1. Reaction SMILES: [BH4-:25].[CH2:1]1[O:2][CH2:3][CH2:4][CH2:5]1.[CH3:18][C:19]([CH3:20])([CH3:21])[S:22](=[O:23])[NH-:24].[CH3:27][CH2:28][O-:29].[CH3:31][CH2:32][O-:33].[CH3:34][CH2:35][O-:36].[CH3:37][CH2:38][O-:39].[CH3:40][CH2:41][OH:42].[Na+:26].[OH2:43].[Ti+4:30].[nH:6]1[n:7][n:8][c:9]2[c:10]1[cH:11][c:12]([C:15]([CH3:16])=[O:17])[cH:13][cH:14]2>>[nH:6]1[n:7][n:8][c:9]2[c:10]1[cH:11][c:12]([CH:15]([CH3:16])[NH:24][S:22]([C:19]([CH3:18])([CH3:20])[CH3:21])=[O:23])[cH:13][cH:14]2. Starting materials: [N+](=O)([O-])C1=CC=C(C=C1)C1=NC=CC=2C(=CC=CC12)CC(=O)OCC (Ethyl 1-(4-nitrophenyl)isoquinoline-5-acetate), [H][H] (hydrogen). The reagents and catalysts are [C].[Pd] (palladium-carbon). The solvent is C(C)O (ethanol). Yields the product NC1=CC=C(C=C1)C1=NC=CC=2C(=CC=CC12)CC(=O)OCC (ethyl 1-(4-aminophenyl)isoquinoline-5-acetate). Yield: 88.9%. RXN SMILES: [N+:1]([C:4]1[CH:9]=[CH:8][C:7]([C:10]2[C:19]3[CH:18]=[CH:17][CH:16]=[C:15]([CH2:20][C:21]([O:23][CH2:24][CH3:25])=[O:22])[C:14]=3[CH:13]=[CH:12][N:11]=2)=[CH:6][CH:5]=1)([O-])=O.[H][H]>C(O)C.[C].[Pd]>[NH2:1][C:4]1[CH:5]=[CH:6][C:7]([C:10]2[C:19]3[CH:18]=[CH:17][CH:16]=[C:15]([CH2:20][C:21]([O:23][CH2:24][CH3:25])=[O:22])[C:14]=3[CH:13]=[CH:12][N:11]=2)=[CH:8][CH:9]=1 |f:3.4|. Procedure details: Ethyl 1-(4-nitrophenyl)isoquinoline-5-acetate (4.2 g) was dissolved in 100 ml of ethanol, and 1.0 g of 10% palladium-carbon was added. The reaction was carried out in a stream of hydrogen. After the reaction, the catalyst was removed by filtration, and the filtrate was concentrated under reduced pressure. The residue was recrystallized from ether to afford 3.4 g of ethyl 1-(4-aminophenyl)isoquinoline-5-acetate having a melting point of 129.0° to 132.5° C. Starting materials: C(C)C1C(CC(C(C(OC(C2CCCCN2C(C(C2(C(CC(C(C(CC(CC(=C1)C)C)OC)O2)OC)C)O)=O)=O)=O)C(=CC2CC(C(CC2)OC2=CC1=CC=C(C=C1C=C2)O[Si](C)(C)C(C)(C)C)O)C)C)O)=O (17-ethyl-1,14-dihydroxy-12-[2'-(4"-(6'"-tert-butyldimethylsilyloxynaphth-2-yloxy)-3"-hydroxycyclohexyl)-1'-methylvinyl]23,25-dimethoxy-13,19,21,27-tetramethyl-11,28-dioxa-4-azatricyclo[22.3.1.04,9 ]octacos-18-ene-2,3,10,16-tetraone), C1(=CC=C(C=C1)S(=O)(=O)O)C (p-toluenesulfonic acid). Procedure details: To a stirred solution of 17-ethyl-1,14-dihydroxy-12-[2'-(4"-(6'"-tert-butyldimethylsilyloxynaphth-2-yloxy)-3"-hydroxycyclohexyl)-1'-methylvinyl]23,25-dimethoxy-13,19,21,27-tetramethyl-11,28-dioxa-4-azatricyclo[22.3.1.04,9 ]octacos-18-ene-2,3,10,16-tetraone (39.8 mg) in CH2Cl2 (1.5 mL.) at 0° C. was added a solution of p-toluenesulfonic acid in methanol (1.5 mL. of a 10% w/v solution). The mixture was stirred 1.25 h at 0° C. and then 1.75 h at room temperature. The reaction mixture was quenched w... The product is C(C)C1C(CC(C(C(OC(C2CCCCN2C(C(C2(C(CC(C(C(CC(CC(=C1)C)C)OC)O2)OC)C)O)=O)=O)=O)C(=CC2CC(C(CC2)OC2=CC1=CC=C(C=C1C=C2)O)O)C)C)O)=O (17-ethyl-1,14-dihydroxy-12-[2'-(4"-(6'"-hydroxynaphth-2-yloxy)-3"-hydroxycyclohexyl)-1'-methylvinyl]-23,25-dimethoxy-13,19,21,27-tetramethyl-11,28-dioxa-4-azatricyclo[22.3.1.04,9 ]octacos-18-ene-2,3,10,16-tetraone). RXN SMILES: [CH2:1]([CH:3]1[CH:29]=[C:28]([CH3:30])[CH2:27][CH:26]([CH3:31])[CH2:25][CH:24]([O:32][CH3:33])[CH:23]2[O:34][C:19]([OH:38])([CH:20]([CH3:37])[CH2:21][CH:22]2[O:35][CH3:36])[C:18](=[O:39])[C:17](=[O:40])[N:16]2[CH:11]([CH2:12][CH2:13][CH2:14][CH2:15]2)[C:10](=[O:41])[O:9][CH:8]([C:42]([CH3:70])=[CH:43][CH:44]2[CH2:49][CH2:48][CH:47]([O:50][C:51]3[CH:60]=[CH:59][C:58]4[C:53](=[CH:54][CH:55]=[C:56]([O:61][Si](C(C)(C)C)(C)C)[CH:57]=4)[CH:52]=3)[CH:46]([OH:69])[CH2:45]2)[CH:7]([CH3:71])[CH:6]([OH:72])[CH2:5][C:4]1=[O:73])[CH3:2].C1(C)C=CC(S(O)(=O)=O)=CC=1>C(Cl)Cl.CO>[CH2:1]([CH:3]1[CH:29]=[C:28]([CH3:30])[CH2:27][CH:26]([CH3:31])[CH2:25][CH:24]([O:32][CH3:33])[CH:23]2[O:34][C:19]([OH:38])([CH:20]([CH3:37])[CH2:21][CH:22]2[O:35][CH3:36])[C:18](=[O:39])[C:17](=[O:40])[N:16]2[CH:11]([CH2:12][CH2:13][CH2:14][CH2:15]2)[C:10](=[O:41])[O:9][CH:8]([C:42]([CH3:70])=[CH:43][CH:44]2[CH2:49][CH2:48][CH:47]([O:50][C:51]3[CH:60]=[CH:59][C:58]4[C:53](=[CH:54][CH:55]=[C:56]([OH:61])[CH:57]=4)[CH:52]=3)[CH:46]([OH:69])[CH2:45]2)[CH:7]([CH3:71])[CH:6]([OH:72])[CH2:5][C:4]1=[O:73])[CH3:2]. Run at temperature 0 celsius, time 1.25 hour. The solvent is C(Cl)Cl (CH2Cl2), CO (methanol). Isolated yield 48.0%. Starting materials: FC(C)(C)[C@H]1COCC=2N1C1=C(C(=NC3=CC=CC=C13)N)N2 ((11R)-11-(1-Fluoro-1-methylethyl)-10,11-dihydro-8H-[1,4]oxazino[4′,3′:1,2]imidazo[4,5-c]quinolin-6-amine). Reagents/catalysts: [Pt]=O (Platinum oxide), catalyst. Run in FC(C(=O)O)(F)F (trifluoroacetic acid). Reaction conditions: time 20 hour. The product is FC(C)(C)[C@H]1COCC=2N1C1=C(C(=NC=3CCCCC13)N)N2 ((11R)-11-(1-fluoro-1-methylethyl)-2,3,4,8,10,11-hexahydro-1H-[1,4]oxazino[4′,3′:1,2]imidazo[4,5-c]quinolin-6-amine). Yield: 52.2%. As a reaction SMILES: [F:1][C:2]([C@@H:5]1[N:10]2[C:11]3[C:20]4[C:15](=[CH:16][CH:17]=[CH:18][CH:19]=4)[N:14]=[C:13]([NH2:21])[C:12]=3[N:22]=[C:9]2[CH2:8][O:7][CH2:6]1)([CH3:4])[CH3:3]>FC(F)(F)C(O)=O.[Pt]=O>[F:1][C:2]([C@@H:5]1[N:10]2[C:11]3[C:20]4[CH2:19][CH2:18][CH2:17][CH2:16][C:15]=4[N:14]=[C:13]([NH2:21])[C:12]=3[N:22]=[C:9]2[CH2:8][O:7][CH2:6]1)([CH3:3])[CH3:4]. Reported procedure: (11R)-11-(1-Fluoro-1-methylethyl)-10,11-dihydro-8H-[1,4]oxazino[4′,3′:1,2]imidazo[4,5-c]quinolin-6-amine (300 mg, 1.00 mmol) was dissolved in 10 mL of trifluoroacetic acid and the solution was placed in a pressure bottle. Platinum oxide (227 mg) was then added and the reaction mixture was shaken under H2 at 50 PSI (3.4×105 Pa). After 20 hours, an additional 200 mg of catalyst was added and the mixture was shaken under H2 at 50 PSI (3.4×105 Pa) for an additional 24 h. The reaction mixture was fil...